From a dataset of the Open Reaction Database (ORD), a public repository of structured organic reaction records. describe an organic reaction: reactants, conditions, products, and yield RXN SMILES: [Br:15][N:16]1[C:17](=[O:18])[CH2:19][CH2:20][C:21]1=[O:22].[CH3:23][C:24]#[N:25].[OH:1][c:2]1[c:3]([C:11]([F:12])([F:13])[F:14])[cH:4][c:5]([C:8]([CH3:9])=[O:10])[cH:6][cH:7]1>>[OH:1][c:2]1[c:3]([C:11]([F:12])([F:13])[F:14])[cH:4][c:5]([C:8]([CH3:9])=[O:10])[cH:6][c:7]1[Br:15]. Yields the product CC(=O)c1cc(Br)c(O)c(C(F)(F)F)c1. The reactants are O=C1CCC(=O)N1Br, CC#N, CC(=O)c1ccc(O)c(C(F)(F)F)c1. Starting materials: C(CC=CC)#N (3-pentenonitrile), C1(CCCCC1)O (cyclohexanol), CO (methanol). Conditions: temperature 160 celsius, time 4 hour. Yields the product C1(CCCCC1)OC(CCCCC#N)=O (5-cyanovaleric acid cyclohexyl ester). Yield: 47.3%. RXN SMILES: [C:1](#[N:6])[CH2:2][CH:3]=[CH:4][CH3:5].[CH:7]1([OH:13])[CH2:12][CH2:11][CH2:10][CH2:9][CH2:8]1.[CH3:14][OH:15]>>[CH:7]1([O:13][C:14](=[O:15])[CH2:5][CH2:4][CH2:3][CH2:2][C:1]#[N:6])[CH2:12][CH2:11][CH2:10][CH2:9][CH2:8]1. Procedure: Example 3 is carried out with an equal amount of 3-pentenonitrile in place of 4-pentenonitrile, and with the methanol replaced by 25 parts of cyclohexanol, the mixture is heated to 160° C, and the autoclave is shaken for 4 hours, under a final pressure of 260 bars. 9.9 parts of 5-cyanovaleric acid cyclohexyl ester (47.3% of theory) of boiling point 124.5°-125.5° C/0.5 mm Hg, nD20 = 1.4598, are obtained. Starting materials: BrCC(C(=O)OCC)=C (ethyl 2-bromomethylacrylate), C1(=CC=CC=C1)O (phenol), C(=O)([O-])[O-].[K+].[K+] (K2CO3), CN(C)C=O (DMF). The solvent is C1CCOC1 (THF). Run at temperature 0 celsius, time 1 hour. Product: CH2Cl2 hexanes, O(C1=CC=CC=C1)CC(C(=O)OCC)=C (Ethyl 2-Phenoxymethylacrylate). The yield is 80.1%. As a reaction SMILES: Br[CH2:2][C:3](=[CH2:9])[C:4]([O:6][CH2:7][CH3:8])=[O:5].[C:10]1([OH:16])[CH:15]=[CH:14][CH:13]=[CH:12][CH:11]=1.C([O-])([O-])=O.[K+].[K+].CN(C=O)C>C1COCC1>[O:16]([CH2:2][C:3](=[CH2:9])[C:4]([O:6][CH2:7][CH3:8])=[O:5])[C:10]1[CH:15]=[CH:14][CH:13]=[CH:12][CH:11]=1 |f:2.3.4|. Procedure: A solution of ethyl 2-bromomethylacrylate (2.00 g, 10.4 mmol, ref: Villieras, J. and Rambaud, M. Synthesis, 1982, 914) and phenol(975 mg, 1.0 eq) in dry THF (20 mL) under N2 at 0° C. was treated with anhydrous K2CO3 (1.43 g, 1.0 mol eq). No reaction was observed for 1 h. Anhydrous DMF (20 mL) was added and stirred for 2 h at 0° C. and for 1 h at room temperature. After evaporation of DMF, water(100 mL) was added, and the reaction was extracted with ethyl acetate (100 mL×2). The organic extract w... The reagents and catalysts are [Pt]=O (platinum oxide). As a reaction SMILES: [N+:1]([C:4]1[CH:5]=[CH:6][C:7]2[O:12][CH2:11][C@H:10]([CH2:13][O:14][S:15]([C:18]3[CH:23]=[CH:22][C:21]([CH3:24])=[CH:20][CH:19]=3)(=[O:17])=[O:16])[O:9][C:8]=2[C:25]=1[CH:26]=[C:27]([N+]([O-])=O)[CH2:28][CH3:29])([O-])=O.[H][H]>C(OCC)(=O)C.[Pt]=O>[CH3:24][C:21]1[CH:20]=[CH:19][C:18]([S:15]([O:14][CH2:13][CH:10]2[O:9][C:8]3=[C:25]4[C:4](=[CH:5][CH:6]=[C:7]3[O:12][CH2:11]2)[NH:1][C:27]([CH2:28][CH3:29])=[CH:26]4)(=[O:17])=[O:16])=[CH:23][CH:22]=1. Procedure details: 0.70 g (1.5 mmole) of toluene-4-sulfonic acid (2R)-7-nitro-8-(2-nitro-but-1-enyl)-2,3-dihydro-benzo[1,4]dioxin-2-ylmethyl ester was dissolved in 100 mL of ethyl acetate and 0.10 g of platinum oxide added. The mixture was treated with 45 psi of hydrogen on a Parr hydrogenation apparatus for 5 hours. The mixture was then filtered through celite and concentrated in vacuum. The residue was column chromatographed on silica gel with 1:1 ethyl acetate/hexane to give 0.52 g of the (R)-enantiomer of the ... The reactants are [N+](=O)([O-])C=1C=CC2=C(O[C@H](CO2)COS(=O)(=O)C2=CC=C(C=C2)C)C1C=C(CC)[N+](=O)[O-] (toluene-4-sulfonic acid (2R)-7-nitro-8-(2-nitro-but-1-enyl)-2,3-dihydro-benzo[1,4]dioxin-2-ylmethyl ester), [H][H] (hydrogen). Product: CC1=CC=C(C=C1)S(=O)(=O)OCC1COC=2C(=C3C=C(NC3=CC2)CC)O1 ([8-Ethyl-2,3-dihydro-7H-[1,4]dioxino[2,3-e]indol-2-yl]methyl 4-Methylbenzenesulfonate). The solvent is C(C)(=O)OCC (ethyl acetate). Reactants: BrCC(=O)C1=C(C=CC=C1)[N+](=O)[O-] (2-bromo-2'-nitroacetophenone), resultant mixture, C([O-])([O-])=O.[K+].[K+] (Potassium carbonate), C(C1=CC=CC=C1)(=O)O (benzoic acid). The solvent is industrial methylated spirit, O (water). Reaction conditions: time 15 minute. Product: C(C1=CC=CC=C1)(=O)OCC(=O)C1=C(C=CC=C1)[N+](=O)[O-] (2-(2-nitrophenyl)-2-oxoethyl benzoate). Reaction SMILES: C(=O)([O-])[O-].[K+].[K+].[C:7]([OH:15])(=[O:14])[C:8]1[CH:13]=[CH:12][CH:11]=[CH:10][CH:9]=1.Br[CH2:17][C:18]([C:20]1[CH:25]=[CH:24][CH:23]=[CH:22][C:21]=1[N+:26]([O-:28])=[O:27])=[O:19]>O>[C:7]([O:15][CH2:17][C:18]([C:20]1[CH:25]=[CH:24][CH:23]=[CH:22][C:21]=1[N+:26]([O-:28])=[O:27])=[O:19])(=[O:14])[C:8]1[CH:13]=[CH:12][CH:11]=[CH:10][CH:9]=1 |f:0.1.2|. Procedure details: Potassium carbonate (19 g) was added to a stirred suspension of benzoic acid (34 g) in water (600 ml) and the mixture was warmed gently on a steam bath. After 15 minutes, 2-bromo-2'-nitroacetophenone (68 g) and industrial methylated spirit (1 1) were added. The resultant mixture was heated under reflux for 2 hours, stirred without external heating for 1 0 minutes and then rapidly cooled to 0°-5° in an ice/salt bath with agitation. The mixture was kept at this temperature for 90 minutes and the p... Reactants: cuprous bromide, Br (hydrobromic acid), mixture, Cl (hydrochloric acid), ClC1=C(N)C=C(C(=C1OC)Cl)F (2,4-dichloro-5-fluoro-3-methoxyaniline), N(=O)[O-].[Na+] (sodium nitrite). The solvent is O (water), O (water). Run at temperature 2.5 celsius, time 30 minute. The product is ClC1=C(C=C(C(=C1OC)Cl)F)Br (2,4-dichloro-5-fluoro-3-methoxybromobenzene). Yield: 84.9%. Reaction SMILES: Cl.[Cl:2][C:3]1[C:9]([O:10][CH3:11])=[C:8]([Cl:12])[C:7]([F:13])=[CH:6][C:4]=1N.N([O-])=O.[Na+].[BrH:18]>O>[Cl:2][C:3]1[C:9]([O:10][CH3:11])=[C:8]([Cl:12])[C:7]([F:13])=[CH:6][C:4]=1[Br:18] |f:2.3|. Reported procedure: To 165 ml of a mixture of concentrated hydrochloric acid and water (1:1) was added 52.5 g of 2,4-dichloro-5-fluoro-3-methoxyaniline (0.25 mol). The resultant was stirred to be a slurry, and cooled to 0-5° C. Over 30 minutes, a solution of sodium nitrite (18.2 g) in water (50 ml) was added dropwise to the slurry. The resulting solution was added slowly to a solution of cuprous bromide (0.299 mol) and hydrobromic acid (160 ml). The reactant was stirred for 2 hours, and kept overnight. The resultin... Reaction conditions: time 48 hour. Procedure: 1.00 Gram of 5-(4-Phthalimidobut-1-yn-1-yl)-2′-deoxyuridine was dissolved in 95% EtOH and about 3 g of neutral Raney nickel was added. After 48 hours, the catalyst was removed by cautious filtration and the filtrate was evaporated to a solid which was recrystallized from methanol-water to give 960 mg (97%) of the title compound. Solvent: CCO (EtOH). Reactants: C1(C=2C(C(N1CCC#CC=1C(NC(N([C@H]3C[C@H](O)[C@@H](CO)O3)C1)=O)=O)=O)=CC=CC2)=O (5-(4-Phthalimidobut-1-yn-1-yl)-2′-deoxyuridine). RXN SMILES: [C:1]1(=[O:31])[N:5]([CH2:6][CH2:7][C:8]#[C:9][C:10]2[C:11](=[O:25])[NH:12][C:13](=[O:24])[N:14]([CH:23]=2)[C@@H:15]2[O:22][C@H:19]([CH2:20][OH:21])[C@@H:17]([OH:18])[CH2:16]2)[C:4](=[O:26])[C:3]2=[CH:27][CH:28]=[CH:29][CH:30]=[C:2]12>CCO.[Ni]>[C:4]1(=[O:26])[N:5]([CH2:6][CH2:7][CH2:8][CH2:9][C:10]2[C:11](=[O:25])[NH:12][C:13](=[O:24])[N:14]([CH:23]=2)[C@@H:15]2[O:22][C@H:19]([CH2:20][OH:21])[C@@H:17]([OH:18])[CH2:16]2)[C:1](=[O:31])[C:2]2=[CH:30][CH:29]=[CH:28][CH:27]=[C:3]12. The reagents and catalysts are [Ni] (Raney nickel). The product is C1(C=2C(C(N1CCCCC=1C(NC(N([C@H]3C[C@H](O)[C@@H](CO)O3)C1)=O)=O)=O)=CC=CC2)=O (5-(4-Phthalimidobut-1-yl)-2′-deoxyuridine). The yield is 97.0%.